This data is from the Open Reaction Database (ORD), a public repository of structured organic reaction records. The task is: describe an organic reaction: reactants, conditions, products, and yield Starting materials: CC(C)(C)S(=O)N (2-methylpropane-2-sulfinamide), FC(COC1=C2CCCC(C2=CC=C1)=O)(F)F (5-(2,2,2-trifluoroethoxy)-3,4-dihydronaphthalen-1(2H)-one). The reagents and catalysts are C(C)O[Ti](OCC)(OCC)OCC (tetraethoxytitanium). Solvent: C1CCOC1 (THF). Run at temperature 75 celsius. The product is CC(C)(C)[S@@](=O)\N=C/1\CCCC2=C(C=CC=C12)OCC(F)(F)F ((R,Z)-2-Methyl-N-(5-(2,2,2-trifluoroethoxy)-3,4-dihydronaphthalen-1(2H)-ylidene)propane-2-sulfinamide). As a reaction SMILES: [CH3:1][C:2]([S:5]([NH2:7])=[O:6])([CH3:4])[CH3:3].[F:8][C:9]([F:24])([F:23])[CH2:10][O:11][C:12]1[CH:21]=[CH:20][CH:19]=[C:18]2[C:13]=1[CH2:14][CH2:15][CH2:16][C:17]2=O>C1COCC1.C(O[Ti](OCC)(OCC)OCC)C>[CH3:1][C:2]([S@:5](/[N:7]=[C:17]1/[CH2:16][CH2:15][CH2:14][C:13]2[C:18]/1=[CH:19][CH:20]=[CH:21][C:12]=2[O:11][CH2:10][C:9]([F:8])([F:23])[F:24])=[O:6])([CH3:4])[CH3:3]. Procedure details: To a stirring solution of 2-methylpropane-2-sulfinamide (339 mg, 2.79 mmol) and 5-(2,2,2-trifluoroethoxy)-3,4-dihydronaphthalen-1(2H)-one (650 mg, 2.66 mmol) in THF (3 mL) was added tetraethoxytitanium (1.10 mL, 5.32 mmol) at rt. The reaction mixture was heated at 75° C. for 14 h. The reaction mixture was cooled to give Intermediate 13A which was used directly in the next step. LCMS=3.86 min [M+1]=347 (Method B). Starting materials: C(C)(C)(C)OC(NC1(CC1)C=1OC=CC1)=O ((1-Furan-2-yl-cyclopropyl)-carbamic acid tert-butyl ester), CN(C)C=O (DMF). The solvent is CC#N (MeCN), C(=O)(O)[O-].[Na+] (NaHCO3). Reaction conditions: temperature -40 celsius, time 45 minute. Product: C(C)(C)(C)OC(NC1(CC1)C=1OC(=CC1)C#N)=O ([1-(5-Cyano-furan-2-yl)-cyclopropyl]-carbamic acid tert-butyl ester). Reaction SMILES: [C:1]([O:5][C:6](=[O:16])[NH:7][C:8]1([C:11]2[O:12][CH:13]=[CH:14][CH:15]=2)[CH2:10][CH2:9]1)([CH3:4])([CH3:3])[CH3:2].[CH3:17][N:18](C=O)C>CC#N.C([O-])(O)=O.[Na+]>[C:1]([O:5][C:6](=[O:16])[NH:7][C:8]1([C:11]2[O:12][C:13]([C:17]#[N:18])=[CH:14][CH:15]=2)[CH2:9][CH2:10]1)([CH3:4])([CH3:2])[CH3:3] |f:3.4|. Reported procedure: (1-Furan-2-yl-cyclopropyl)-carbamic acid tert-butyl ester (765 mg, 3.43 mmol) was dissolved in MeCN (7.7 mL) and cooled to −40° C. in an acetone/dry ice bath. Chloroulfonyl isocyante (0.45 mL, 5.1 mmol) was added in one portion via syringe and the reaction was allowed to stir at a temperature between −40 and −30° C. for 45 min. Anhydrous DMF (1.2 mL) was then added and stirring continued at room temperature for 30 min. The reaction was diluted with saturated aqueous NaHCO3 (100 ml) and extracted...